From a dataset of the Open Reaction Database (ORD), a public repository of structured organic reaction records. describe an organic reaction: reactants, conditions, products, and yield Starting materials: C1(=CC=CC=C1)C(CC(=O)Cl)(C1=CC=CC=C1)C1=CC=CC=C1 (3,3,3-triphenylpropionyl chloride), N1CCC(C(=O)OCC)CC1 (ethyl isonipecotate). The product is C1(=CC=CC=C1)C(CC(=O)C1NCCC(C1)C(=O)OCC)(C1=CC=CC=C1)C1=CC=CC=C1 (2-(3,3,3-triphenylpropionyl)-4-ethoxycarbonyl piperidine). Reaction SMILES: [C:1]1([C:7]([C:18]2[CH:23]=[CH:22][CH:21]=[CH:20][CH:19]=2)([C:12]2[CH:17]=[CH:16][CH:15]=[CH:14][CH:13]=2)[CH2:8][C:9](Cl)=[O:10])[CH:6]=[CH:5][CH:4]=[CH:3][CH:2]=1.[NH:24]1[CH2:34][CH2:33][CH:27]([C:28]([O:30][CH2:31][CH3:32])=[O:29])[CH2:26][CH2:25]1>>[C:1]1([C:7]([C:18]2[CH:23]=[CH:22][CH:21]=[CH:20][CH:19]=2)([C:12]2[CH:17]=[CH:16][CH:15]=[CH:14][CH:13]=2)[CH2:8][C:9]([CH:25]2[CH2:26][CH:27]([C:28]([O:30][CH2:31][CH3:32])=[O:29])[CH2:33][CH2:34][NH:24]2)=[O:10])[CH:6]=[CH:5][CH:4]=[CH:3][CH:2]=1. Procedure details: Following the procedure set out in Example 1, 3.0 parts of 3,3,3-triphenylpropionyl chloride and 2.0 parts of ethyl isonipecotate are reacted to provide 2-(3,3,3-triphenylpropionyl)-4-ethoxycarbonyl piperidine. Reduction of 5.0 parts of this material with 3.0 parts of lithium aluminum hydride in tetrahydrofuran provides 1-(3,3,3-triphenylpropyl)-4-hydroxymethylpiperidine, melting at 142.5-144°. This compound has the following structural formula. ##STR45## The reactants are O1C(=CC2=C1C=CC=C2)C(=O)NC2(CCCCC2)C(=O)NC2C(CN(CC2)C2=C(C=CC(=C2)F)N)O (4-[N-[1-[N-(benzofuran-2-ylcarbonyl)amino]cyclohexanecarbonyl]amino]-1-(2-amino-5-fluorophenyl)piperidin-3-ol), COC1OC(CC1)OC (2,5-dimethoxytetrahydrofuran). Product: O1C(=CC2=C1C=CC=C2)C(=O)NC2(CCCCC2)C(=O)NC2C(CN(CC2)C2=C(C=CC(=C2)F)N2C=CC=C2)O (4-[N-[1-[N-(benzofuran-2-ylcarbonyl)amino]cyclohexanecarbonyl]amino]-1-[2-(pyrrol-1-yl)-5-fluoro phenyl]piperidin-3-ol). RXN SMILES: [O:1]1[C:5]2[CH:6]=[CH:7][CH:8]=[CH:9][C:4]=2[CH:3]=[C:2]1[C:10]([NH:12][C:13]1([C:19]([NH:21][CH:22]2[CH2:27][CH2:26][N:25]([C:28]3[CH:33]=[C:32]([F:34])[CH:31]=[CH:30][C:29]=3[NH2:35])[CH2:24][CH:23]2[OH:36])=[O:20])[CH2:18][CH2:17][CH2:16][CH2:15][CH2:14]1)=[O:11].CO[CH:39]1[CH2:43][CH2:42][CH:41](OC)O1>>[O:1]1[C:5]2[CH:6]=[CH:7][CH:8]=[CH:9][C:4]=2[CH:3]=[C:2]1[C:10]([NH:12][C:13]1([C:19]([NH:21][CH:22]2[CH2:27][CH2:26][N:25]([C:28]3[CH:33]=[C:32]([F:34])[CH:31]=[CH:30][C:29]=3[N:35]3[CH:39]=[CH:43][CH:42]=[CH:41]3)[CH2:24][CH:23]2[OH:36])=[O:20])[CH2:18][CH2:17][CH2:16][CH2:15][CH2:14]1)=[O:11]. Reported procedure: The mixture of 4-[N-[1-[N-(benzofuran-2-ylcarbonyl)amino]cyclohexanecarbonyl]amino]-1-(2-amino-5-fluorophenyl)piperidin-3-ol (2 g) obtained in Step 1 and 0.96 ml of 2,5-dimethoxytetrahydrofuran was refluxed for 1 hour and concentrated under reduced pressure. The resulting residue was diluted with 70 ml of dichloromethane, washed with a saturated sodium bicarbonate solution and brine. The resulting organic layer was dried and concentrated on sodium sulfate. The resulting residue was purified with...